This data is from the Open Reaction Database (ORD), a public repository of structured organic reaction records. The task is: describe an organic reaction: reactants, conditions, products, and yield RXN SMILES: [CH3:1][CH:2]1[CH2:7][CH2:6][C:5](=[O:8])[CH2:4][CH:3]1[S:9]([C:12]1[CH:17]=[CH:16][CH:15]=[CH:14][CH:13]=1)(=[O:11])=[O:10].[CH2:18](O)[CH2:19][OH:20].C(=O)(O)[O-].[Na+]>C1C=CC=CC=1>[CH2:18]1[CH2:19][O:20][C:5]2([CH2:6][CH2:7][CH:2]([CH3:1])[CH:3]([S:9]([C:12]3[CH:17]=[CH:16][CH:15]=[CH:14][CH:13]=3)(=[O:10])=[O:11])[CH2:4]2)[O:8]1 |f:2.3|. The yield is 97.0%. Run in C1=CC=CC=C1 (benzene). Procedure details: To a solution of 2.45 g of 4-methyl-3-(phenyl-sulfonyl)-cyclohexan-1-one in 40 ml of benzene, were added 0.7 ml of 1,2-ethanediol and 0.2 g of paratoluenesulfonic anhydride. The resulting mixture was heated under reflux for 4 hours. After the reaction, a 2M aqueous sodium bicarbonate solution was added and the resulting mixture was extracted with ethyl acetate three times. The combined organic layers were washed with saturated saline, and dried over magnesium sulfate. The solvent was then distil... Product: C1OC2(CC(C(CC2)C)S(=O)(=O)C2=CC=CC=C2)OC1 (1,1-(ethylenedioxy)-4-methyl-3-(phenylsulfonyl)-cyclohexane), crystals. Starting materials: C([O-])(O)=O.[Na+] (sodium bicarbonate), CC1C(CC(CC1)=O)S(=O)(=O)C1=CC=CC=C1 (4-methyl-3-(phenyl-sulfonyl)-cyclohexan-1-one), C(CO)O (1,2-ethanediol), anhydride. The reactants are CCOCC(=O)OCC, Cc1cc(C=O)ccc1OCc1ccccc1, C1CCOC1, CC(C)(C)[O-], CC(=O)O, Cc1ccccc1, [K+], Cc1ccc(S(=O)(=O)O)cc1. The product is CCOC(=O)C(=Cc1ccc(OCc2ccccc2)c(C)c1)OCC. As a reaction SMILES: [CH2:18]([CH3:19])[O:20][CH2:21][C:22](=[O:23])[O:24][CH2:25][CH3:26].[CH2:1]([c:2]1[cH:3][cH:4][cH:5][cH:6][cH:7]1)[O:8][c:9]1[c:10]([CH3:17])[cH:11][c:12]([CH:13]=[O:14])[cH:15][cH:16]1.[CH2:48]1[O:49][CH2:50][CH2:51][CH2:52]1.[CH3:27][C:28]([CH3:29])([O-:30])[CH3:31].[CH3:33][C:34](=[O:35])[OH:36].[CH3:53][c:54]1[cH:55][cH:56][cH:57][cH:58][cH:59]1.[K+:32].[c:37]1([CH3:38])[cH:39][cH:40][c:41]([S:42]([OH:43])(=[O:44])=[O:45])[cH:46][cH:47]1>>[CH2:1]([c:2]1[cH:3][cH:4][cH:5][cH:6][cH:7]1)[O:8][c:9]1[c:10]([CH3:17])[cH:11][c:12]([CH:13]=[C:21]([O:20][CH2:18][CH3:19])[C:22](=[O:23])[O:24][CH2:25][CH3:26])[cH:15][cH:16]1.